This data is from the Open Reaction Database (ORD), a public repository of structured organic reaction records. The task is: describe an organic reaction: reactants, conditions, products, and yield Starting materials: [Cl-].O[NH3+] (hydroxylammonium chloride), C(O)([O-])=O.[Na+] (sodium hydrogencarbonate), CS(=O)C (dimethyl sulfoxide), C(C)C1=CC2=C(N(C(N(C2=O)CC(C)(O)C2=CC=C(C=C2)F)=O)CC2=CC=C(C=C2)C=2C(=CC=CC2)C#N)S1 (4′-{[6-ethyl-3-[2-(4-fluorophenyl)-2-hydroxypropyl]-2,4-dioxo-3,4-dihydrothieno[2,3-d]pyrimidin-1(2H)-yl]methyl}biphenyl-2-carbonitrile). The solvent is C(Cl)(Cl)Cl (chloroform). Reaction conditions: temperature 40 celsius, time 30 minute. The product is C(C)C1=CC2=C(N(C(N(C2=O)CC(C)(O)C2=CC=C(C=C2)F)=O)CC2=CC=C(C=C2)C2=C(C=CC=C2)C2=NOC(N2)=O)S1 (6-ethyl-3-[2-(4-fluorophenyl)-2-hydroxypropyl]-1-{[2′-(5-oxo-4,5-dihydro-1,2,4-oxadiazol-3-yl)biphenyl-4-yl]methyl}thieno[2,3-d]pyrimidine-2,4(1H,3H)-dione). Isolated yield 25.0%. As a reaction SMILES: [Cl-].O[NH3+:3].[C:4](=[O:7])([O-])[OH:5].[Na+].CS(C)=O.[CH2:13]([C:15]1[S:51][C:18]2[N:19]([CH2:36][C:37]3[CH:42]=[CH:41][C:40]([C:43]4[C:44]([C:49]#[N:50])=[CH:45][CH:46]=[CH:47][CH:48]=4)=[CH:39][CH:38]=3)[C:20](=[O:35])[N:21]([CH2:24][C:25]([C:28]3[CH:33]=[CH:32][C:31]([F:34])=[CH:30][CH:29]=3)([OH:27])[CH3:26])[C:22](=[O:23])[C:17]=2[CH:16]=1)[CH3:14]>C(Cl)(Cl)Cl>[CH2:13]([C:15]1[S:51][C:18]2[N:19]([CH2:36][C:37]3[CH:42]=[CH:41][C:40]([C:43]4[CH:48]=[CH:47][CH:46]=[CH:45][C:44]=4[C:49]4[NH:3][C:4](=[O:7])[O:5][N:50]=4)=[CH:39][CH:38]=3)[C:20](=[O:35])[N:21]([CH2:24][C:25]([C:28]3[CH:29]=[CH:30][C:31]([F:34])=[CH:32][CH:33]=3)([OH:27])[CH3:26])[C:22](=[O:23])[C:17]=2[CH:16]=1)[CH3:14] |f:0.1,2.3|. Procedure: A mixture of hydroxylammonium chloride (1.9 g), sodium hydrogencarbonate (2.9 g) and dimethyl sulfoxide (40 mL) was stirred at 40° C. for 30 min, 4′-{[6-ethyl-3-[2-(4-fluorophenyl)-2-hydroxypropyl]-2,4-dioxo-3,4-dihydrothieno[2,3-d]pyrimidin-1(2H)-yl]methyl}biphenyl-2-carbonitrile (1.8 g) was added, and the mixture was stirred at 90° C. for 16 hr. The reaction mixture was diluted with chloroform, washed successively with water and saturated brine, and dried over anhydrous magnesium sulfate. The ...